This data is from the Open Reaction Database (ORD), a public repository of structured organic reaction records. The task is: describe an organic reaction: reactants, conditions, products, and yield The reactants are Dimethyl(cyanoimido)dithiocarbonate, FC(CN=C(NC1=NC(=CC=C1)CSCCN)N)(F)F (2-[2-(2,2,2-trifluoroethyl)guanidino]-6-(2-aminoethylthiomethyl)pyridine). Run in C(C)#N (acetonitrile). Run at time 18 hour. Product: FC(CN=C(NC1=NC(=CC=C1)CSCCNC(=NC#N)NC)N)(F)F (2-[2-(2,2,2-trifluoroethyl)guanidino]-6-[2-(2-cyano-3-methylguanidino)ethylthiomethyl]pyridine). Isolated yield 82.6%. As a reaction SMILES: [F:1][C:2]([F:20])([F:19])[CH2:3][N:4]=[C:5]([NH2:18])[NH:6][C:7]1[CH:12]=[CH:11][CH:10]=[C:9]([CH2:13][S:14][CH2:15][CH2:16][NH2:17])[N:8]=1>C(#N)C>[F:20][C:2]([F:1])([F:19])[CH2:3][N:4]=[C:5]([NH2:18])[NH:6][C:7]1[CH:12]=[CH:11][CH:10]=[C:9]([CH2:13][S:14][CH2:15][CH2:16][NH:17][C:7]([NH:8][CH3:9])=[N:6][C:5]#[N:4])[N:8]=1. Reported procedure: Dimethyl(cyanoimido)dithiocarbonate (0.12 g.) was added to a solution of 2-[2-(2,2,2-trifluoroethyl)guanidino]-6-(2-aminoethylthiomethyl)pyridine (0.23 g.) in acetonitrile (5 ml.) and the solution left at room temperature for 18 hours and then evaporated to dryness. The residue was dissolved in 33% w/v methylamine in ethanol (5 ml.) and the solution left at room temperature for 18 hours and then evaporated to dryness. The residue was purified by preparative thin layer chromatography using ethyl ... The reactants are COc1ccccc1c2ccccc2 (substrate), Cc1ccc([Mg]Br)cc1 (effective_coupling_partner). The reagents and catalysts are PCy3. Reaction conditions: temperature 100 celsius, time 15 hour. The product is Cc3ccc(c1ccccc1c2ccccc2)cc3.